From a dataset of the Open Reaction Database (ORD), a public repository of structured organic reaction records. describe an organic reaction: reactants, conditions, products, and yield As a reaction SMILES: [CH3:37][C:38]([Cl:39])=[O:40].[Cl:1][c:2]1[cH:3][c:4]([C:9]2([C:29]([F:30])([F:31])[F:32])[CH2:10][C:11]([c:14]3[cH:15][c:16]([CH3:28])[c:17]([C:18](=[O:19])[NH:20][n:21]4[n:22][cH:23][cH:24][cH:25]4)[cH:26][cH:27]3)=[N:12][O:13]2)[cH:5][c:6]([Cl:8])[cH:7]1.[H-:33].[H:35][H:36].[Na+:34].[O:41]1[CH2:42][CH2:43][CH2:44][CH2:45]1.[OH2:46]>>[Cl:1][c:2]1[cH:3][c:4]([C:9]2([C:29]([F:30])([F:31])[F:32])[CH2:10][C:11]([c:14]3[cH:15][c:16]([CH3:28])[c:17]([C:18](=[O:19])[N:20]([n:21]4[n:22][cH:23][cH:24][cH:25]4)[C:38]([CH3:37])=[O:40])[cH:26][cH:27]3)=[N:12][O:13]2)[cH:5][c:6]([Cl:8])[cH:7]1. Starting materials: CC(=O)Cl, Cc1cc(C2=NOC(c3cc(Cl)cc(Cl)c3)(C(F)(F)F)C2)ccc1C(=O)Nn1cccn1, [H-], [H][H], [Na+], C1CCOC1, O. Product: CC(=O)N(C(=O)c1ccc(C2=NOC(c3cc(Cl)cc(Cl)c3)(C(F)(F)F)C2)cc1C)n1cccn1. Reactants: ClC1=C(C(=O)N=C=O)C(=CC=C1)Cl (2,6-Dichlorobenzoyl isocyanate), CC1=CC(=NC=C1C1=CC=CC=C1)N (4-methyl-5-phenyl-2-pyridylamine). Reported procedure: 2,6-Dichlorobenzoyl isocyanate (1.4 grams) was reacted with 4-methyl-5-phenyl-2-pyridylamine (0.9 gram) in dichloromethane. There was an immediate exotherm and spontaneous reflux. The reaction mixture was then stirred at ambient temperature but no precipitate formed. After the mixture was stripped, the residue was recrystallized from ethanol yielding 1.0 gram of tan crystals, m.p. 210°-214° C. The identity of the desired product was confirmed by NMR. RXN SMILES: [Cl:1][C:2]1[CH:12]=[CH:11][CH:10]=[C:9]([Cl:13])[C:3]=1[C:4]([N:6]=[C:7]=[O:8])=[O:5].[CH3:14][C:15]1[C:20]([C:21]2[CH:26]=[CH:25][CH:24]=[CH:23][CH:22]=2)=[CH:19][N:18]=[C:17]([NH2:27])[CH:16]=1>ClCCl>[Cl:1][C:2]1[CH:12]=[CH:11][CH:10]=[C:9]([Cl:13])[C:3]=1[C:4]([NH:6][C:7]([NH:27][C:17]1[CH:16]=[C:15]([CH3:14])[C:20]([C:21]2[CH:22]=[CH:23][CH:24]=[CH:25][CH:26]=2)=[CH:19][N:18]=1)=[O:8])=[O:5]. Yields the product ClC1=C(C(=O)NC(=O)NC2=NC=C(C(=C2)C)C2=CC=CC=C2)C(=CC=C1)Cl (1-(2,6-DICHLOROBENZOYL)-3-(4-METHYL-5-PHENYL-2-PYRIDYL)UREA). Run in ClCCl (dichloromethane). The reactants are O=c1ccc2c(C3CO3)ccc(OCc3ccccc3)c2[nH]1, CCCCO, COc1ccc(CC(C)(C)N)cc1. The product is COc1ccc(CC(C)(C)NCC(O)c2ccc(OCc3ccccc3)c3[nH]c(=O)ccc23)cc1. Reaction SMILES: [CH2:1]([c:2]1[cH:3][cH:4][cH:5][cH:6][cH:7]1)[O:8][c:9]1[cH:10][cH:11][c:12]([CH:20]2[O:21][CH2:22]2)[c:13]2[cH:14][cH:15][c:16](=[O:19])[nH:17][c:18]12.[CH2:36]([OH:37])[CH2:38][CH2:39][CH3:40].[CH3:23][O:24][c:25]1[cH:26][cH:27][c:28]([CH2:31][C:32]([CH3:33])([CH3:34])[NH2:35])[cH:29][cH:30]1>>[CH2:1]([c:2]1[cH:3][cH:4][cH:5][cH:6][cH:7]1)[O:8][c:9]1[cH:10][cH:11][c:12]([CH:20]([OH:21])[CH2:22][NH:35][C:32]([CH2:31][c:28]2[cH:27][cH:26][c:25]([O:24][CH3:23])[cH:30][cH:29]2)([CH3:33])[CH3:34])[c:13]2[cH:14][cH:15][c:16](=[O:19])[nH:17][c:18]12. The reactants are C(=O)(O)[O-].[Na+] (NaHCO3), C1=CC=CC=2C3=CC=CC=C3C(C12)COC(=O)Cl (9-fluorenylmethyloxycarbonyl chloride), ester, N[C@H](C(=O)OC)CC=1OC=CC1 (Methyl (S)-2-amino-3-(2-furyl)propionate), [Li+].[OH-] (LiOH), C(Cl)(Cl)Cl.CO.N (CHCl3 MeOH NH3). The solvent is O1CCOCC1 (dioxane), O1CCOCC1 (dioxane). Conditions: time 8 hour. Product: C1=CC=CC=2C3=CC=CC=C3C(C12)COC(=O)N[C@H](C(=O)O)CC=1OC=CC1 ((S)-2-(9-Fluorenylmethyloxycarbonylamino)-3-(2-furyl)-propionic acid). Reaction SMILES: [NH2:1][C@@H:2]([CH2:7][C:8]1[O:9][CH:10]=[CH:11][CH:12]=1)[C:3]([O:5]C)=[O:4].[Li+].[OH-].C(Cl)(Cl)Cl.CO.N.C([O-])(O)=O.[Na+].[CH:27]1[C:39]2[CH:38]([CH2:40][O:41][C:42](Cl)=[O:43])[C:37]3[C:32](=[CH:33][CH:34]=[CH:35][CH:36]=3)[C:31]=2[CH:30]=[CH:29][CH:28]=1>O1CCOCC1>[CH:27]1[C:39]2[CH:38]([CH2:40][O:41][C:42]([NH:1][C@@H:2]([CH2:7][C:8]3[O:9][CH:10]=[CH:11][CH:12]=3)[C:3]([OH:5])=[O:4])=[O:43])[C:37]3[C:32](=[CH:33][CH:34]=[CH:35][CH:36]=3)[C:31]=2[CH:30]=[CH:29][CH:28]=1 |f:1.2,3.4.5,6.7|. Reported procedure: Methyl (S)-2-amino-3-(2-furyl)propionate (1 g, 6.5 mmol) was mixed with 2M LiOH (3.27 ml, 6.5 mmol) and dioxane (3.27 ml ) at 0° C. and stirred overnight under N2. The next day a TLC control (CHCl3 /MeOH/NH3 aq 1/1/0.1) of the reaction mixture showed no ester present. 1M NaHCO3 (9.75 ml, 9.75 mmol) and 9-fluorenylmethyloxycarbonyl chloride (2.5 g, 9.75 mmol) dissolved in dioxane (10 ml) were added to the above solution and the stirring continued for a further 1 hour. Dioxane was removed under re... The reactants are CCOC(C)=O, CCCN(c1c(OC)nn2c(-c3c(OC)cc(COC4CCC4)cc3OC)csc12)C1CCOCC1, O=P(O)(O)O. The product is CCCN(c1c(OC)nn2c(-c3c(OC)cc(COC4CCC4)cc3OC)csc12)C1CCOCC1, O=P(O)(O)O. RXN SMILES: [CH3:42][CH2:43][O:44][C:45](=[O:46])[CH3:47].[CH:1]1([O:5][CH2:6][c:7]2[cH:8][c:9]([O:35][CH3:36])[c:10](-[c:15]3[n:16]4[c:17]([s:18][cH:19]3)[c:20]([N:25]([CH:26]3[CH2:27][CH2:28][O:29][CH2:30][CH2:31]3)[CH2:32][CH2:33][CH3:34])[c:21]([O:23][CH3:24])[n:22]4)[c:11]([O:13][CH3:14])[cH:12]2)[CH2:2][CH2:3][CH2:4]1.[P:37]([OH:38])([OH:39])([OH:40])=[O:41]>>[CH:1]1([O:5][CH2:6][c:7]2[cH:8][c:9]([O:35][CH3:36])[c:10](-[c:15]3[n:16]4[c:17]([s:18][cH:19]3)[c:20]([N:25]([CH:26]3[CH2:27][CH2:28][O:29][CH2:30][CH2:31]3)[CH2:32][CH2:33][CH3:34])[c:21]([O:23][CH3:24])[n:22]4)[c:11]([O:13][CH3:14])[cH:12]2)[CH2:2][CH2:3][CH2:4]1.[P:37](=[O:38])([OH:39])([OH:40])[OH:41]. Reactants: O=c1[nH]nc(Cl)c2cc(Br)ccc12, COc1cccc(CN)c1OC, CC(C)(C)[O-], CCOC(C)=O, [Na+], O=C(C=Cc1ccccc1)C=Cc1ccccc1, O=C(C=Cc1ccccc1)C=Cc1ccccc1, O=C(C=Cc1ccccc1)C=Cc1ccccc1, [Pd], [Pd]. Yields the product COc1cccc(CNc2ccc3c(=O)[nH]nc(Cl)c3c2)c1OC. As a reaction SMILES: [Br:1][c:2]1[cH:3][c:4]2[c:5]([Cl:13])[n:6][nH:7][c:8](=[O:12])[c:9]2[cH:10][cH:11]1.[CH3:14][O:15][c:16]1[c:17]([CH2:18][NH2:19])[cH:20][cH:21][cH:22][c:23]1[O:24][CH3:25].[CH3:26][C:27]([CH3:28])([O-:29])[CH3:30].[CH3:32][CH2:33][O:34][C:35]([CH3:36])=[O:37].[Na+:31].[O:40]=[C:41]([CH:42]=[CH:43][c:44]1[cH:45][cH:46][cH:47][cH:48][cH:49]1)[CH:50]=[CH:51][c:52]1[cH:53][cH:54][cH:55][cH:56][cH:57]1.[O:58]=[C:59]([CH:60]=[CH:61][c:62]1[cH:63][cH:64][cH:65][cH:66][cH:67]1)[CH:68]=[CH:69][c:70]1[cH:71][cH:72][cH:73][cH:74][cH:75]1.[O:76]=[C:77]([CH:78]=[CH:79][c:80]1[cH:81][cH:82][cH:83][cH:84][cH:85]1)[CH:86]=[CH:87][c:88]1[cH:89][cH:90][cH:91][cH:92][cH:93]1.[Pd:38].[Pd:39]>>[c:2]1([NH:19][CH2:18][c:17]2[c:16]([O:15][CH3:14])[c:23]([O:24][CH3:25])[cH:22][cH:21][cH:20]2)[cH:3][c:4]2[c:5]([Cl:13])[n:6][nH:7][c:8](=[O:12])[c:9]2[cH:10][cH:11]1. The reactants are ClC1=NC=C(C(=N1)Cl)[N+](=O)[O-] (2,4-dichloro-5-nitropyrimidine), C(C)N (ethylamine). Solvent: C1CCOC1 (THF), CC(C)O (2-propanol). Run at temperature -78 celsius, time 15 minute. The product is ClC1=NC=C(C(=N1)NCC)[N+](=O)[O-] (2-Chloro-4-(ethylamino)-5-nitropyrimidine). The yield is 80.6%. As a reaction SMILES: [Cl:1][C:2]1[N:7]=[C:6](Cl)[C:5]([N+:9]([O-:11])=[O:10])=[CH:4][N:3]=1.[CH2:12]([NH2:14])[CH3:13]>C1COCC1.CC(O)C>[Cl:1][C:2]1[N:7]=[C:6]([NH:14][CH2:12][CH3:13])[C:5]([N+:9]([O-:11])=[O:10])=[CH:4][N:3]=1. Procedure: To a solution of 5.82 g (30 mmol) of 2,4-dichloro-5-nitropyrimidine (N. Whittaker, J. Chem. Soc., 1951:1565–1570) in 100 mL THF at −78° C. is added dropwise over 5 minutes a solution of 3.87 g (60 mmol) of 70% aqueous ethylamine in 20 mL of 2-propanol. After being stirred at −78° C. for 15 minutes, the reaction mixture is allowed to warm to room temperature, and the solvent is removed under vacuum. The residue is worked up in EtOAc and chromatographed on silica, eluting with hexane/EtOAc (92:8),... The reactants are F.F.F[Si](F)(F)F (fluosilicic acid), [F-].[NH4+] (ammonium fluoride). Product: ammonium fluosilicate. RXN SMILES: [FH:1].[FH:2].[F:3][Si:4]([F:7])([F:6])[F:5].[F-].[NH4+:9]>>[NH4+:9].[NH4+:9].[F:3][Si-2:4]([F:2])([F:1])([F:7])([F:6])[F:5] |f:0.1.2,3.4,5.6.7|. Reported procedure: reacting the recovered fluosilicic acid solution with ammonium fluoride to yield ammonium fluosilicate solution; and